This data is from the Open Reaction Database (ORD), a public repository of structured organic reaction records. The task is: describe an organic reaction: reactants, conditions, products, and yield Reactants: FC=1C=C(C(=O)NC2=CC=C(C3=CC=CC=C23)OC2=NC(=NC=C2)S(=O)(=O)C)C=C(C1)N1CCCCC1 (3-fluoro-N-[4-(2-methanesulfonyl-pyrimidin-4-yloxy)-naphthalen-1-yl]-5-piperidin-1-yl-benzamide), N#CN (cyanamide). As a reaction SMILES: [F:1][C:2]1[CH:3]=[C:4]([CH:29]=[C:30]([N:32]2[CH2:37][CH2:36][CH2:35][CH2:34][CH2:33]2)[CH:31]=1)[C:5]([NH:7][C:8]1[C:17]2[C:12](=[CH:13][CH:14]=[CH:15][CH:16]=2)[C:11]([O:18][C:19]2[CH:24]=[CH:23][N:22]=[C:21](S(C)(=O)=O)[N:20]=2)=[CH:10][CH:9]=1)=[O:6].[N:38]#[C:39][NH2:40]>>[C:39]([NH:40][C:21]1[N:20]=[C:19]([O:18][C:11]2[C:12]3[C:17](=[CH:16][CH:15]=[CH:14][CH:13]=3)[C:8]([NH:7][C:5](=[O:6])[C:4]3[CH:29]=[C:30]([N:32]4[CH2:37][CH2:36][CH2:35][CH2:34][CH2:33]4)[CH:31]=[C:2]([F:1])[CH:3]=3)=[CH:9][CH:10]=2)[CH:24]=[CH:23][N:22]=1)#[N:38]. Yields the product C(#N)NC1=NC=CC(=N1)OC1=CC=C(C2=CC=CC=C12)NC(C1=CC(=CC(=C1)N1CCCCC1)F)=O (N-(4-{[2-(Cyanoamino)pyrimidin-4-yl]oxy}-1-naphthyl)-3-fluoro-5-piperidin-1-ylbenzamide). Procedure: Compound is prepared from 3-fluoro-N-[4-(2-methanesulfonyl-pyrimidin-4-yloxy)-naphthalen-1-yl]-5-piperidin-1-yl-benzamide and cyanamide according to conditions described in general procedure C. Mp: 160-162° C.; 1H NMR (400 MHz, DMSO-d6) δ 1.58 (s, 6 H), 3.27-3.29 (m, 4 H), 6.32 (d, J=5.1 Hz, 1 H), 6.95 (d, J=12.4, 1 H), 7.15 (d, J=9.1 Hz, 1 H), 7.42-7.45 (m, 2 H), 7.55-7.62 (m, 3 H), 7.83 (d, J=8.8 Hz, 1 H), 7.97 (d, J=8.0 Hz, 1 H), 8.13 (d, J=5.8 Hz, 1 H), 10.44 (s, 1 H). Reactants: CCOC(=O)c1cc(Cl)c(N)c(Cl)c1, CS(=O)(=O)O, CC(C)CCON=O, CC(=O)O, ClCCl, O=C(O)CS. Product: CCOC(=O)c1cc(Cl)c(SCC(=O)O)c(Cl)c1. Reaction SMILES: [CH2:1]([CH3:2])[O:3][C:4]([c:5]1[cH:6][c:7]([Cl:13])[c:8]([NH2:12])[c:9]([Cl:11])[cH:10]1)=[O:14].[CH3:15][S:16](=[O:17])(=[O:18])[OH:19].[CH3:20][CH:21]([CH2:22][CH2:23][O:24][N:25]=[O:26])[CH3:27].[CH3:33][C:34](=[O:35])[OH:36].[Cl:37][CH2:38][Cl:39].[SH:28][CH2:29][C:30](=[O:31])[OH:32]>>[CH2:1]([CH3:2])[O:3][C:4]([c:5]1[cH:6][c:7]([Cl:13])[c:8]([S:28][CH2:29][C:30](=[O:31])[OH:32])[c:9]([Cl:11])[cH:10]1)=[O:14]. Reactants: CC(=O)N1CCN(c2ccc(N)cc2)CC1, C1COCCO1, CC(C)(C)OC(=O)N1CCC(CNc2nc(On3nnc4ccccc43)ncc2C(N)=O)CC1. The product is CC(=O)N1CCN(c2ccc(Nc3ncc(C(N)=O)c(NCC4CCN(C(=O)OC(C)(C)C)CC4)n3)cc2)CC1. As a reaction SMILES: [NH2:35][c:36]1[cH:37][cH:38][c:39]([N:42]2[CH2:43][CH2:44][N:45]([C:48]([CH3:49])=[O:50])[CH2:46][CH2:47]2)[cH:40][cH:41]1.[O:51]1[CH2:52][CH2:53][O:54][CH2:55][CH2:56]1.[n:1]1([O:2][c:11]2[n:12][cH:13][c:14]([C:32]([NH2:33])=[O:34])[c:15]([NH:17][CH2:18][CH:19]3[CH2:20][CH2:21][N:22]([C:25](=[O:26])[O:27][C:28]([CH3:29])([CH3:30])[CH3:31])[CH2:23][CH2:24]3)[n:16]2)[c:3]2[cH:4][cH:5][cH:6][cH:7][c:8]2[n:9][n:10]1>>[c:11]1([NH:35][c:36]2[cH:37][cH:38][c:39]([N:42]3[CH2:43][CH2:44][N:45]([C:48]([CH3:49])=[O:50])[CH2:46][CH2:47]3)[cH:40][cH:41]2)[n:12][cH:13][c:14]([C:32]([NH2:33])=[O:34])[c:15]([NH:17][CH2:18][CH:19]2[CH2:20][CH2:21][N:22]([C:25](=[O:26])[O:27][C:28]([CH3:29])([CH3:30])[CH3:31])[CH2:23][CH2:24]2)[n:16]1. Yield: 48.9%. The reactants are [H-].[Na+] (sodium hydride), N1N=CC2=CC=CC=C12 (indazole), ClC=1N=C(C2=C(N1)C=C(S2)CN2CCC(CC2)N(C)C)N2CCOCC2 ([1-(2-chloro-4-morpholin-4-yl-thieno[3,2-d]pyrimidin-6-ylmethyl)-piperidin-4-yl]-dimethyl-amine). Run at temperature 150 celsius, time 15 minute. The product is N1(N=CC2=CC=CC=C12)C=1N=C(C2=C(N1)C=C(S2)CN2CCC(CC2)N(C)C)N2CCOCC2 (1-((2-(1H-indazol-1-yl)-4-morpholinothieno[3,2-d]pyrimidin-6-yl)methyl)-N,N-dimethylpiperidin-4-amine). Solvent: O (water), CN(C)C=O (DMF). Reported procedure: A solution of indazole (0.118 g) in DMF (8 mL) was cooled to 0° C. then sodium hydride (0.06 g) added. After 15 min, [1-(2-chloro-4-morpholin-4-yl-thieno[3,2-d]pyrimidin-6-ylmethyl)-piperidin-4-yl]-dimethyl-amine (0.395 g) was added and the reaction vessel sealed and heated at 150° C. After 1 h the reaction mixture was cooled to room temperature then diluted with water. The resulting precipitate was collected by filtration then purified by chromatography (silica, 0 to 20% of a 49:1 MeOH:NH4OH mi... As a reaction SMILES: [NH:1]1[C:9]2[C:4](=[CH:5][CH:6]=[CH:7][CH:8]=2)[CH:3]=[N:2]1.[H-].[Na+].Cl[C:13]1[N:14]=[C:15]([N:32]2[CH2:37][CH2:36][O:35][CH2:34][CH2:33]2)[C:16]2[S:21][C:20]([CH2:22][N:23]3[CH2:28][CH2:27][CH:26]([N:29]([CH3:31])[CH3:30])[CH2:25][CH2:24]3)=[CH:19][C:17]=2[N:18]=1>CN(C=O)C.O>[N:1]1([C:13]2[N:14]=[C:15]([N:32]3[CH2:33][CH2:34][O:35][CH2:36][CH2:37]3)[C:16]3[S:21][C:20]([CH2:22][N:23]4[CH2:24][CH2:25][CH:26]([N:29]([CH3:31])[CH3:30])[CH2:27][CH2:28]4)=[CH:19][C:17]=3[N:18]=2)[C:9]2[C:4](=[CH:5][CH:6]=[CH:7][CH:8]=2)[CH:3]=[N:2]1 |f:1.2|. Starting materials: CCOC(C)OCC#CC(=O)c1ccc(OC)cc1, Cl, C1CCOC1. The product is COc1ccc(C(=O)C#CCO)cc1. As a reaction SMILES: [CH2:1]([O:2][CH:3]([CH3:4])[O:6][CH2:7][C:8]#[C:9][C:10](=[O:11])[c:12]1[cH:13][cH:14][c:15]([O:18][CH3:19])[cH:16][cH:17]1)[CH3:5].[ClH:20].[O:21]1[CH2:22][CH2:23][CH2:24][CH2:25]1>>[OH:6][CH2:7][C:8]#[C:9][C:10](=[O:11])[c:12]1[cH:13][cH:14][c:15]([O:18][CH3:19])[cH:16][cH:17]1. Starting materials: O=C1C2=C(OCC3=C1C=C(C=C3)C#N)C=CC=C2 (6,11-Dihydro-11-oxodibenz[b,e]oxepin-9-carbonitrile), CN(C=O)C (dimethylformamide), [N-]=[N+]=[N-].[Na+] (sodium azide), [Cl-].[NH4+] (ammonium chloride). Solvent: O (water), C([O-])([O-])=O.[Na+].[Na+] (sodium carbonate). Product: N1N=NN=C1C=1C=CC2=C(C(C3=C(OC2)C=CC=C3)=O)C1 (9-(1H-Tetrazol-5-yl)-6,11-Dihydro-11-oxodibenz[b,e]oxepin). RXN SMILES: [O:1]=[C:2]1[C:8]2[CH:9]=[C:10]([C:13]#[N:14])[CH:11]=[CH:12][C:7]=2[CH2:6][O:5][C:4]2[CH:15]=[CH:16][CH:17]=[CH:18][C:3]1=2.[N-:19]=[N+:20]=[N-:21].[Na+].[Cl-].[NH4+].CN(C)C=O>O.C(=O)([O-])[O-].[Na+].[Na+]>[NH:19]1[C:13]([C:10]2[CH:11]=[CH:12][C:7]3[CH2:6][O:5][C:4]4[CH:15]=[CH:16][CH:17]=[CH:18][C:3]=4[C:2](=[O:1])[C:8]=3[CH:9]=2)=[N:14][N:21]=[N:20]1 |f:1.2,3.4,7.8.9|. Procedure details: Heat a mixture of 800 mg. of the nitrile of Example 2, Step F, 293 mg. of sodium azide and 265 mg. of ammonium chloride in 25 ml. of dimethylformamide at 130°-135° C. for 6 hours. Dilute the mixture with water and excess sodium carbonate. Extract with ethyl acetate. Acidify the aqueous phase and separate and precipitate by filtration to obtain the title product.